This data is from the Open Reaction Database (ORD), a public repository of structured organic reaction records. The task is: describe an organic reaction: reactants, conditions, products, and yield Reactants: C[Li] (methyllithium), C(C)OCC (diethyl ether), [Cu]C#N (copper(I) cyanide), methylcuprate, BrCC1=NN(N=C1OC1=CC(=CC=C1)OC(F)(F)F)C1=CC=C(C=C1)C(F)(F)F (4-(bromomethyl)-5-[3-(trifluoromethoxy)phenoxy]-2-[4-(trifluoromethyl)phenyl)-2H-1,2,3-triazole), BrCC1=NN(N=C1OC1=CC(=CC=C1)OC(F)(F)F)C1=CC=C(C=C1)C(F)(F)F (4-(Bromomethyl)-5-[3-(trifluoromethoxy)phenoxy]-2-[4-(trifluoromethyl)phenyl)-2H-1,2,3-triazole). Run in O1CCCC1 (tetrahydrofuran), O1CCCC1 (tetrahydrofuran). Run at temperature 0 celsius. The product is C(C)C1=NN(N=C1OC1=CC(=CC=C1)OC(F)(F)F)C1=CC=C(C=C1)C(F)(F)F (4-ethyl-5-[3-(trifluoromethoxy)phenoxy]-2-[4-(trifluoromethyl)phenyl]-2H-1,2,3-triazole). Reaction SMILES: [Cu][C:2]#N.C[Li].C(OCC)C.Br[CH2:12][C:13]1[C:17]([O:18][C:19]2[CH:24]=[CH:23][CH:22]=[C:21]([O:25][C:26]([F:29])([F:28])[F:27])[CH:20]=2)=[N:16][N:15]([C:30]2[CH:35]=[CH:34][C:33]([C:36]([F:39])([F:38])[F:37])=[CH:32][CH:31]=2)[N:14]=1>O1CCCC1>[CH2:12]([C:13]1[C:17]([O:18][C:19]2[CH:24]=[CH:23][CH:22]=[C:21]([O:25][C:26]([F:29])([F:28])[F:27])[CH:20]=2)=[N:16][N:15]([C:30]2[CH:35]=[CH:34][C:33]([C:36]([F:39])([F:38])[F:37])=[CH:32][CH:31]=2)[N:14]=1)[CH3:2]. Procedure: To a suspension of copper(I) cyanide (0.037 g, 0.41 mmol) in anhydrous tetrahydrofuran (2 mL) at −78° C. under a nitrogen atmosphere was added a solution of methyllithium in diethyl ether (1.6 M, 0.54 mL, 0.86 mmol). The mixture was stirred at 0° C. until a clear, colorless solution formed, and then the solution was cooled back to −78° C. To the methylcuprate solution was added a solution of 4-(bromomethyl)-5-[3-(trifluoromethoxy)phenoxy]-2-[4-(trifluoromethyl)phenyl)-2H-1,2,3-triazole (i.e. the...